Dataset: the Open Reaction Database (ORD), a public repository of structured organic reaction records. Task: describe an organic reaction: reactants, conditions, products, and yield Reactants: C=CCBr, O=C([O-])[O-], CC(C)(C)OC(=O)N1CCN(c2ncccc2N)CC1, CC#N, ClCCl, [K+], [K+]. The product is C=CCNc1cccnc1N1CCN(C(=O)OC(C)(C)C)CC1. RXN SMILES: [Br:21][CH2:22][CH:23]=[CH2:24].[C:31](=[O:32])([O-:33])[O-:34].[CH3:1][C:2]([CH3:3])([O:4][C:5](=[O:6])[N:7]1[CH2:8][CH2:9][N:10]([c:13]2[n:14][cH:15][cH:16][cH:17][c:18]2[NH2:19])[CH2:11][CH2:12]1)[CH3:20].[CH3:25][C:26]#[N:27].[Cl:28][CH2:29][Cl:30].[K+:35].[K+:36]>>[CH3:1][C:2]([CH3:3])([O:4][C:5](=[O:6])[N:7]1[CH2:8][CH2:9][N:10]([c:13]2[n:14][cH:15][cH:16][cH:17][c:18]2[NH:19][CH2:24][CH:23]=[CH2:22])[CH2:11][CH2:12]1)[CH3:20].